From a dataset of the Open Reaction Database (ORD), a public repository of structured organic reaction records. describe an organic reaction: reactants, conditions, products, and yield The reactants are BrC1=CSC=C1 (3-bromothiophene), C([O-])([O-])=O.[Na+].[Na+] (sodium carbonate), BrC=1C=C(C=CC1)COC1=CC=C(C=C1)CCC(=O)OC (Methyl 4-[(3-bromophenyl)methoxy]benzenepropanoate), B1(OC(C(O1)(C)C)(C)C)B2OC(C(O2)(C)C)(C)C (bis(pinacolato)diboron), C(C)(=O)[O-].[K+] (potassium acetate). The reagents and catalysts are C1=CC=C(C=C1)P([C-]2C=CC=C2)C3=CC=CC=C3.C1=CC=C(C=C1)P([C-]2C=CC=C2)C3=CC=CC=C3.Cl[Pd]Cl.[Fe+2] (1,1′-bis(diphenyphosphino)ferrocenedichloropalladium (II)), C1=CC=C(C=C1)P([C-]2C=CC=C2)C3=CC=CC=C3.C1=CC=C(C=C1)P([C-]2C=CC=C2)C3=CC=CC=C3.Cl[Pd]Cl.[Fe+2] (1,1′-bis(diphenyphosphino)ferrocenedichloropalladium (II)). Run in CN(C=O)C (N,N-dimethylformamide). Run at temperature 80 celsius. The product is S1C=C(C=C1)C=1C=C(C=CC1)COC1=CC=C(C=C1)CCC(=O)OC (methyl 4-[[3-(3-thienyl)phenyl]methoxy]benzenepropanoate). The yield is 22.9%. As a reaction SMILES: Br[C:2]1[CH:3]=[C:4]([CH2:8][O:9][C:10]2[CH:15]=[CH:14][C:13]([CH2:16][CH2:17][C:18]([O:20][CH3:21])=[O:19])=[CH:12][CH:11]=2)[CH:5]=[CH:6][CH:7]=1.B1(B2OC(C)(C)C(C)(C)O2)OC(C)(C)C(C)(C)O1.C([O-])(=O)C.[K+].Br[C:46]1[CH:50]=[CH:49][S:48][CH:47]=1.C(=O)([O-])[O-].[Na+].[Na+]>CN(C)C=O.C1C=CC(P(C2C=CC=CC=2)[C-]2C=CC=C2)=CC=1.C1C=CC(P(C2C=CC=CC=2)[C-]2C=CC=C2)=CC=1.Cl[Pd]Cl.[Fe+2]>[S:48]1[CH:49]=[CH:50][C:46]([C:2]2[CH:3]=[C:4]([CH2:8][O:9][C:10]3[CH:15]=[CH:14][C:13]([CH2:16][CH2:17][C:18]([O:20][CH3:21])=[O:19])=[CH:12][CH:11]=3)[CH:5]=[CH:6][CH:7]=2)=[CH:47]1 |f:2.3,5.6.7,9.10.11.12|. Reported procedure: Methyl 4-[(3-bromophenyl)methoxy]benzenepropanoate (0.96 g, 2.8 mmol), bis(pinacolato)diboron (0.77 g, 3.0 mmol) and potassium acetate (0.81 g, 8.3 mmol) were dissolved in N,N-dimethylformamide (30 mL) and, after argon substitution, 1,1′-bis(diphenyphosphino)ferrocenedichloropalladium (II) (0.067 g, 0.083 mmol) was added. The reaction mixture was heated overnight under an argon atmosphere at 80° C. The reaction mixture was cooled, and 3-bromothiophene (0.43 g, 2.6 mmol), 1,1′-bis(diphenyphosphin... The reactants are O=C(COCc1ccccc1)c1ccccc1, CON, Cl, O, c1ccncc1. The product is CON=C(COCc1ccccc1)c1ccccc1. Reaction SMILES: [CH2:7]([c:8]1[cH:9][cH:10][cH:11][cH:12][cH:13]1)[O:14][CH2:15][C:16](=[O:17])[c:18]1[cH:19][cH:20][cH:21][cH:22][cH:23]1.[CH3:25][O:26][NH2:27].[ClH:24].[OH2:28].[cH:1]1[cH:2][cH:3][n:4][cH:5][cH:6]1>>[CH2:7]([c:8]1[cH:9][cH:10][cH:11][cH:12][cH:13]1)[O:14][CH2:15][C:16]([c:18]1[cH:19][cH:20][cH:21][cH:22][cH:23]1)=[N:27][O:26][CH3:25]. The reactants are S(=O)(Cl)Cl (thionyl chloride), ClC1=CC=C(C=C1)C=1C=CC(=NC1)C#CC1=CC2=C(SC(=C2)CO)C=C1 ({5-[5-(4-chlorophenyl)pyridin-2-ylethynyl]benzo[b]thiophen-2-yl}methanol). The solvent is C(Cl)Cl (DCM). Reaction conditions: temperature 0 celsius, time 70 hour. The product is ClCC1=CC2=C(S1)C=CC(=C2)C#CC2=NC=C(C=C2)C2=CC=C(C=C2)Cl (2-(2-chloromethylbenzo[b]thiophen-5-ylethynyl)-5-(4-chlorophenyl)pyridine). As a reaction SMILES: S(Cl)([Cl:3])=O.[Cl:5][C:6]1[CH:11]=[CH:10][C:9]([C:12]2[CH:13]=[CH:14][C:15]([C:18]#[C:19][C:20]3[CH:30]=[CH:29][C:23]4[S:24][C:25]([CH2:27]O)=[CH:26][C:22]=4[CH:21]=3)=[N:16][CH:17]=2)=[CH:8][CH:7]=1>C(Cl)Cl>[Cl:3][CH2:27][C:25]1[S:24][C:23]2[CH:29]=[CH:30][C:20]([C:19]#[C:18][C:15]3[CH:14]=[CH:13][C:12]([C:9]4[CH:10]=[CH:11][C:6]([Cl:5])=[CH:7][CH:8]=4)=[CH:17][N:16]=3)=[CH:21][C:22]=2[CH:26]=1. Reported procedure: 1.07 mL (15 mmol) of thionyl chloride was added to a solution of 1.1 g (2.93 mmol) of {5-[5-(4-chlorophenyl)pyridin-2-ylethynyl]benzo[b]thiophen-2-yl}methanol in 20 mL of DCM cooled to 0° C. and the reaction mixture was stirred for 70 hours at RT. It was evaporated down in vacuo, the residue was combined with semisaturated sodium bicarbonate solution, extracted exhaustively with DCM, and the combined organic phases were washed twice with water and dried over magnesium sulfate. After the desiccan... Starting materials: NC=1C(=CC(=C(C1)C=1C(N(C2=CC(=NC=C2C1)NC1CN(CC1)C)CC)=O)Cl)F (3-(5-amino-2-chloro-4-fluorophenyl)-1-ethyl-7-(1-methylpyrrolidin-3-ylamino)-1,6-naphthyridin-2(1H)-one), N1=CC=CC=C1 (pyridine), C1(=CC=CC=C1)N=C=O (phenyl isocyanate). Run in C(Cl)Cl (DCM). Conditions: time 8 hour. Product: ClC1=CC(=C(C=C1C=1C(N(C2=CC(=NC=C2C1)NC1CN(CC1)C)CC)=O)NC(=O)NC1=CC=CC=C1)F (1-(4-chloro-5-(1-ethyl-7-(1-methylpyrrolidin-3-ylamino)-2-oxo-1,2-dihydro-1,6-naphthyridin-3-yl)-2-fluorophenyl)-3-phenylurea). Isolated yield 8.3%. Reaction SMILES: [NH2:1][C:2]1[C:3]([F:29])=[CH:4][C:5]([Cl:28])=[C:6]([C:8]2[C:9](=[O:27])[N:10]([CH2:25][CH3:26])[C:11]3[C:16]([CH:17]=2)=[CH:15][N:14]=[C:13]([NH:18][CH:19]2[CH2:23][CH2:22][N:21]([CH3:24])[CH2:20]2)[CH:12]=3)[CH:7]=1.N1C=CC=CC=1.[C:36]1([N:42]=[C:43]=[O:44])[CH:41]=[CH:40][CH:39]=[CH:38][CH:37]=1>C(Cl)Cl>[Cl:28][C:5]1[C:6]([C:8]2[C:9](=[O:27])[N:10]([CH2:25][CH3:26])[C:11]3[C:16]([CH:17]=2)=[CH:15][N:14]=[C:13]([NH:18][CH:19]2[CH2:23][CH2:22][N:21]([CH3:24])[CH2:20]2)[CH:12]=3)=[CH:7][C:2]([NH:1][C:43]([NH:42][C:36]2[CH:41]=[CH:40][CH:39]=[CH:38][CH:37]=2)=[O:44])=[C:3]([F:29])[CH:4]=1. Procedure details: To a solution of 3-(5-amino-2-chloro-4-fluorophenyl)-1-ethyl-7-(1-methylpyrrolidin-3-ylamino)-1,6-naphthyridin-2(1H)-one (500 mg, 1.20 mmol) and pyridine (140 mg, 1.8 mmol) in DCM (20 mL) was added phenyl isocyanate (215 mg, 1.8 mmol). The mixture was stirred at RT overnight, concentrated, and purified by prep-HPLC separation to give 1-(4-chloro-5-(1-ethyl-7-(1-methylpyrrolidin-3-ylamino)-2-oxo-1,2-dihydro-1,6-naphthyridin-3-yl)-2-fluorophenyl)-3-phenylurea (53 mg, 8.4% yield) as a pale yellow s... Starting materials: ClC1=CC=C(S1)C=CS(=O)(=O)Cl (2-(5-chlorothiophen-2-yl)ethenesulfonyl chloride), diHCl salt, NN1C(N(CCC1)C1=C(C=C(C=C1)N1C(=NC=C1)CN(C)C)F)=O (1-amino-3-(4-(2-((dimethylamino)methyl)-1H-imidazol-1-yl)-2-fluorophenyl)-tetrahydropyrimidin-2(1H)-one), TEA. Solvent: C(Cl)Cl (CH2Cl2), C(Cl)Cl (CH2Cl2). Reaction conditions: time 8 hour. Yields the product ClC1=CC=C(S1)C=CS(=O)(=O)NN1C(N(CCC1)C1=C(C=C(C=C1)N1C(=NC=C1)CN(C)C)F)=O (2-(5-Chlorothiophen-2-yl)-N-(3-(4-(2-((dimethylamino)methyl)-1H-imidazol-1-yl)-2-fluorophenyl)-2-oxo-tetrahydropyrimidin-1(2H)-yl)ethenesulfonamide). RXN SMILES: [NH2:1][N:2]1[CH2:7][CH2:6][CH2:5][N:4]([C:8]2[CH:13]=[CH:12][C:11]([N:14]3[CH:18]=[CH:17][N:16]=[C:15]3[CH2:19][N:20]([CH3:22])[CH3:21])=[CH:10][C:9]=2[F:23])[C:3]1=[O:24].[Cl:25][C:26]1[S:30][C:29]([CH:31]=[CH:32][S:33](Cl)(=[O:35])=[O:34])=[CH:28][CH:27]=1>C(Cl)Cl>[Cl:25][C:26]1[S:30][C:29]([CH:31]=[CH:32][S:33]([NH:1][N:2]2[CH2:7][CH2:6][CH2:5][N:4]([C:8]3[CH:13]=[CH:12][C:11]([N:14]4[CH:18]=[CH:17][N:16]=[C:15]4[CH2:19][N:20]([CH3:21])[CH3:22])=[CH:10][C:9]=3[F:23])[C:3]2=[O:24])(=[O:35])=[O:34])=[CH:28][CH:27]=1. Procedure: 18.6 mg (0.046 mmol) of the diHCl salt of 1-amino-3-(4-(2-((dimethylamino)methyl)-1H-imidazol-1-yl)-2-fluorophenyl)-tetrahydropyrimidin-2(1H)-one prepared as above, were dissolved in 3 mL of anhydrous CH2Cl2. To this solution placed under N2 atmosphere were added 50 μL of TEA followed by 11.2 mg (0.046 mmol) of 2-(5-chlorothiophen-2-yl)ethenesulfonyl chloride. The mixture was stirred at room temperature overnight. An additional 3 mL of CH2Cl2 were added, and the mixture was washed twice with 2 m... Starting materials: CCOC(C)=O, CC(=O)O, CC#N, Clc1ccc(C#Cc2ccccc2)nn1, [I-], [Na+], O, O=S(=O)(O)O. Yields the product Ic1ccc(C#Cc2ccccc2)nn1. RXN SMILES: [C:31]([O:32][CH2:33][CH3:34])(=[O:35])[CH3:36].[CH3:18][C:19](=[O:20])[OH:21].[CH3:27][C:28]#[N:29].[Cl:1][c:2]1[n:3][n:4][c:5]([C:8]#[C:9][c:10]2[cH:11][cH:12][cH:13][cH:14][cH:15]2)[cH:6][cH:7]1.[I-:17].[Na+:16].[OH2:30].[S:22](=[O:23])(=[O:24])([OH:25])[OH:26]>>[c:2]1([I:17])[n:3][n:4][c:5]([C:8]#[C:9][c:10]2[cH:11][cH:12][cH:13][cH:14][cH:15]2)[cH:6][cH:7]1. Starting materials: N1(CCOCC1)CC#CC(C)=O (5-Morpholin-4-yl-pent-3-yn-2-one), Br.C(CCCCC)SC(N)=N (2-hexyl-isothiourea hydrobromide), C(C)(C)N(C(C)C)CC (N,N-diisopropyl ethylamine). Solvent: CN(C)C=O (DMF). Run at time 18 hour. Product: C(CCCCC)SC1=NC(=CC(=N1)CN1CCOCC1)C (4-(2-Hexylsulfanyl-6-methyl-pyrimidin-4-ylmethyl)-morpholine). RXN SMILES: [N:1]1([CH2:7][C:8]#[C:9][C:10](=O)[CH3:11])[CH2:6][CH2:5][O:4][CH2:3][CH2:2]1.Br.[CH2:14]([S:20][C:21](=[NH:23])[NH2:22])[CH2:15][CH2:16][CH2:17][CH2:18][CH3:19].C(N(CC)C(C)C)(C)C>CN(C=O)C>[CH2:14]([S:20][C:21]1[N:23]=[C:8]([CH2:7][N:1]2[CH2:6][CH2:5][O:4][CH2:3][CH2:2]2)[CH:9]=[C:10]([CH3:11])[N:22]=1)[CH2:15][CH2:16][CH2:17][CH2:18][CH3:19] |f:1.2|. Reported procedure: 5-Morpholin-4-yl-pent-3-yn-2-one (1 g, 6 mmol) and 2-hexyl-isothiourea hydrobromide (1.06 g, 7 mmol) were dissolved under nitrogen in DMF (10 mL), then N,N-diisopropyl ethylamine (4.1 mL, 24 mmol) was added and stirring at the room temperature continued for 18 hours. The reactants are C(#N)C1=C(C=CC=C1)S(=O)(=O)OC=1C=C(C=C(C1)C)O (3-(2-Cyanophenylsulfonyloxy)-5-methylphenol), O.C1(=CC(O)=CC(C)=C1)O (Orcinol monohydrate), C(#N)C1=C(C=CC=C1)S(=O)(=O)Cl (2-cyanobenzenesulfonyl chloride). The solvent is C(=O)(O)[O-].[Na+] (NaHCO3), C(C)OCC (diethyl ether), O (water). Reaction conditions: time 8 hour. Yields the product Cl.C(#N)C1=C(C=CC=C1)S(=O)(=O)OC=1C=C(OCCCO)C=C(C1)C (3-[3-(2-Cyanophenylsulfonyloxy)-5-methylphenoxy]propanol Hydrochloride). Yield: 57.0%. As a reaction SMILES: [C:1]([C:3]1[CH:8]=[CH:7][CH:6]=[CH:5][C:4]=1[S:9]([O:12][C:13]1[CH:14]=[C:15]([OH:20])[CH:16]=[C:17]([CH3:19])[CH:18]=1)(=[O:11])=[O:10])#[N:2].O.[C:22]1(O)C=C(C)C=[C:24]([OH:25])[CH:23]=1.C(C1C=CC=CC=1S([Cl:42])(=O)=O)#N>C([O-])(O)=O.[Na+].C(OCC)C.O>[ClH:42].[C:1]([C:3]1[CH:8]=[CH:7][CH:6]=[CH:5][C:4]=1[S:9]([O:12][C:13]1[CH:14]=[C:15]([CH:16]=[C:17]([CH3:19])[CH:18]=1)[O:20][CH2:22][CH2:23][CH2:24][OH:25])(=[O:11])=[O:10])#[N:2] |f:1.2,4.5,8.9|. Procedure: 3-(2-Cyanophenylsulfonyloxy)-5-methylphenol: Orcinol monohydrate (1.42 g, 10.0 mmol) and 2-cyanobenzenesulfonyl chloride (2.02 g, 10.0 mmol) were mixed in saturated NaHCO3 (30 mL) and diethyl ether (30 mL). The biphasic mixture was stirred vigorously at room temperature overnight. The reaction mixture was diluted with water (50 mL) and extracted into ethyl acetate (3×50 mL). The organic phase was washed with brine (2×50 mL) and dried over Na2SO4. After removing the solvent in vacuo, the residue ... The reactants are N1C(CCC1)=O (2-pyrrolidone), [H-].[Na+] (sodium hydride), C(C)(C)(C)OC(=O)N1CCC(CC1)CBr (4-Bromomethyl-piperidine-1-carboxylic acid tert-butyl ester). Solvent: CN(C=O)C (dimethylformamide), CN(C=O)C (dimethylformamide). Reaction conditions: temperature 50 celsius, time 35 minute. Yields the product C(C)(C)(C)OC(=O)N1CCC(CC1)CN1C(CCC1)=O (4-(2-Oxo-pyrrolidin-1-ylmethyl)-piperidine-1-carboxylic acid tert-butyl ester). Isolated yield 113.4%. As a reaction SMILES: [NH:1]1[CH2:5][CH2:4][CH2:3][C:2]1=[O:6].[H-].[Na+].[C:9]([O:13][C:14]([N:16]1[CH2:21][CH2:20][CH:19]([CH2:22]Br)[CH2:18][CH2:17]1)=[O:15])([CH3:12])([CH3:11])[CH3:10]>CN(C)C=O>[C:9]([O:13][C:14]([N:16]1[CH2:21][CH2:20][CH:19]([CH2:22][N:1]2[CH2:5][CH2:4][CH2:3][C:2]2=[O:6])[CH2:18][CH2:17]1)=[O:15])([CH3:12])([CH3:10])[CH3:11] |f:1.2|. Procedure details: To a solution of 2-pyrrolidone (86 mg) in anhydrous dimethylformamide (5 ml) was added sodium hydride (45 mg). the reaction mixture was stirred under nitrogen at 50° C. for 35 minutes. 4-Bromomethyl-piperidine-1-carboxylic acid tert-butyl ester (86 mg) in anhydrous dimethylformamide (5 ml) was added. The reaction mixture was stirred at 70° C. overnight. The solvents were removed in vacuo and the crude residue was partitioned between dichloromethane and water, the combined organic extracts were w...